This data is from the Open Reaction Database (ORD), a public repository of structured organic reaction records. The task is: describe an organic reaction: reactants, conditions, products, and yield Starting materials: CCO, CNC(=O)NC(=O)C(CC1CCCC1OC1CCCCO1)c1ccc(Cl)c(Cl)c1, Cc1ccc(S(=O)(=O)[O-])cc1, c1cc[nH+]cc1. Yields the product CNC(=O)NC(=O)C(CC1CCCC1O)c1ccc(Cl)c(Cl)c1. Reaction SMILES: [CH3:47][CH2:48][OH:49].[Cl:1][c:2]1[cH:3][c:4]([CH:9]([C:10](=[O:11])[NH:12][C:13](=[O:14])[NH:15][CH3:16])[CH2:17][CH:18]2[CH:19]([O:23][CH:24]3[CH2:25][CH2:26][CH2:27][CH2:28][O:29]3)[CH2:20][CH2:21][CH2:22]2)[cH:5][cH:6][c:7]1[Cl:8].[c:30]1([CH3:31])[cH:32][cH:33][c:34]([S:35]([O-:36])(=[O:37])=[O:38])[cH:39][cH:40]1.[nH+:41]1[cH:42][cH:43][cH:44][cH:45][cH:46]1>>[Cl:1][c:2]1[cH:3][c:4]([CH:9]([C:10](=[O:11])[NH:12][C:13](=[O:14])[NH:15][CH3:16])[CH2:17][CH:18]2[CH:19]([OH:23])[CH2:20][CH2:21][CH2:22]2)[cH:5][cH:6][c:7]1[Cl:8].